From a dataset of the Open Reaction Database (ORD), a public repository of structured organic reaction records. describe an organic reaction: reactants, conditions, products, and yield Reported procedure: Compound IA-72 5-[6-(2-morpholinoethylamino)-3-pyridyl]-3-(5-phenyl-1,3,4-oxadiazol-2-yl)pyrazin-2-amine 1H NMR (400.0 MHz, CDCl3) d 3.17 (br s, 4H), 3.29 (t, 2H), 3.92-3.94 (m, 6H), 7.03 (d, 1H), 7.51-7.58 (m, 3H), 8.18-8.21 (m, 2H), 8.38 (d, 1H), 8.49 (s, 1H) and 8.52 (s, 1H) ppm; MS (ES+) 445.2 Compound IA-86 5-(3-methoxy-4-pyridyl)-3-(5-phenyl-1,3,4-oxadiazol-2-yl)pyrazin-2-amine 1H NMR (400.0 MHz, DMSO) d 4.09 (s, 3H), 7.66-7.72 (m, 3H), 7.96 (br s, 2H), 8.12 (br d, 1H), 8.17 (dd, 2H), 8.47... The reactants are O1CCN(CC1)CCNC1=CC=C(C=N1)C=1N=C(C(=NC1)N)C=1OC(=NN1)C1=CC=CC=C1 (5-[6-(2-morpholinoethylamino)-3-pyridyl]-3-(5-phenyl-1,3,4-oxadiazol-2-yl)pyrazin-2-amine), C1(=CC=CC=C1)C1=NN=C(O1)C=1C(=NC=C(N1)C=1C=NC(=CC1)N1CCNCC1)N (3-(5-phenyl-1,3,4-oxadiazol-2-yl)-5-(6-piperazin-1-yl-3-pyridyl)pyrazin-2-amine), CN(CCOC1=NC=CC(=C1)C=1N=C(C(=NC1)N)C=1OC(=NN1)C1=CC=CC=C1)C (5-[2-(2-dimethylaminoethyloxy)-4-pyridyl]-3-(5-phenyl-1,3,4-oxadiazol-2-yl)pyrazin-2-amine), O1CCN(CC1)C1=CC=C(C=N1)C=1N=C(C(=NC1)N)C=1OC(=NN1)C1=CC=CC=C1 (5-(6-morpholino-3-pyridyl)-3-(5-phenyl-1,3,4-oxadiazol-2-yl)pyrazin-2-amine), CN(CCCOC1=CC=C(C=N1)C=1N=C(C(=NC1)N)C=1OC(=NN1)C1=CC=CC=C1)C (5-[6-[3-(dimethylamino)propoxy]-3-pyridyl]-3-(5-phenyl-1,3,4-oxadiazol-2-yl)pyrazin-2-amine), COC=1C=NC=CC1C=1N=C(C(=NC1)N)C=1OC(=NN1)C1=CC=CC=C1 (5-(3-methoxy-4-pyridyl)-3-(5-phenyl-1,3,4-oxadiazol-2-yl)pyrazin-2-amine), COC1=CC=C(C=N1)C=1N=C(C(=NC1)N)C=1OC(=NN1)C1=CC=CC=C1 (5-(6-methoxy-3-pyridyl)-3-(5-phenyl-1,3,4-oxadiazol-2-yl)pyrazin-2-amine), NC=1N=CC(=NC1C=1OC(=NN1)C1=CC=CC=C1)C1=CC(=NC=C1)NCCN(C)C (N′-[4-[5-amino-6-(5-phenyl-1,3,4-oxadiazol-2-yl)pyrazin-2-yl]-2-pyridyl]-N,N-dimethyl-ethane-1,2-diamine). Product: CN1CCN(CC1)C1=CC=C(C=N1)C=1N=C(C(=NC1)N)C=1OC(=NN1)C1=CC=CC=C1 (5-(6-(4-methylpiperazin-1-yl)pyridin-3-yl)-3-(5-phenyl-1,3,4-oxadiazol-2-yl)pyrazin-2-amine). As a reaction SMILES: O1[CH2:6][CH2:5][N:4]([CH2:7][CH2:8][NH:9][C:10]2[N:15]=[CH:14][C:13]([C:16]3[N:17]=[C:18]([C:23]4[O:24][C:25]([C:28]5[CH:33]=[CH:32][CH:31]=[CH:30][CH:29]=5)=[N:26][N:27]=4)[C:19]([NH2:22])=[N:20][CH:21]=3)=[CH:12][CH:11]=2)[CH2:3]C1.COC1C=NC=CC=1C1N=C(C2OC(C3C=CC=CC=3)=NN=2)C(N)=NC=1.COC1N=CC(C2N=C(C3OC(C4C=CC=CC=4)=NN=3)C(N)=NC=2)=CC=1.CN(C)CCOC1C=C(C2N=C(C3OC(C4C=CC=CC=4)=NN=3)C(N)=NC=2)C=CN=1.C1(C2OC(C3C(N)=NC=C(C4C=NC(N5CCNCC5)=CC=4)N=3)=NN=2)C=CC=CC=1.NC1N=CC(C2C=CN=C(NCCN(C)C)C=2)=NC=1C1OC(C2C=CC=CC=2)=NN=1.CN(C)CCCOC1N=CC(C2N=C(C3OC(C4C=CC=CC=4)=NN=3)C(N)=NC=2)=CC=1.O1CCN(C2N=CC(C3N=C(C4OC(C5C=CC=CC=5)=NN=4)C(N)=NC=3)=CC=2)CC1>>[CH3:3][N:4]1[CH2:7][CH2:8][N:9]([C:10]2[N:15]=[CH:14][C:13]([C:16]3[N:17]=[C:18]([C:23]4[O:24][C:25]([C:28]5[CH:29]=[CH:30][CH:31]=[CH:32][CH:33]=5)=[N:26][N:27]=4)[C:19]([NH2:22])=[N:20][CH:21]=3)=[CH:12][CH:11]=2)[CH2:6][CH2:5]1. Starting materials: ClC1=NN=C2N1C=C(C(=C2)C#N)C2=C(C=C(C=C2)Cl)Cl (3-chloro-6-(2,4-dichloro-phenyl)-[1,2,4]triazolo[4,3-a]pyridine-7-carbonitrile), N1CCOCC1 (morpholine). Reaction conditions: time 5 hour. Product: ClC1=C(C=CC(=C1)Cl)C=1C(=CC=2N(C1)C(=NN2)N2CCOCC2)C#N (6-(2,4-dichloro-phenyl)-3-morpholin-4-yl-[1,2,4]triazolo[4,3-a]pyridine-7-carbonitrile). RXN SMILES: Cl[C:2]1[N:6]2[CH:7]=[C:8]([C:13]3[CH:18]=[CH:17][C:16]([Cl:19])=[CH:15][C:14]=3[Cl:20])[C:9]([C:11]#[N:12])=[CH:10][C:5]2=[N:4][N:3]=1.[NH:21]1[CH2:26][CH2:25][O:24][CH2:23][CH2:22]1>>[Cl:20][C:14]1[CH:15]=[C:16]([Cl:19])[CH:17]=[CH:18][C:13]=1[C:8]1[C:9]([C:11]#[N:12])=[CH:10][C:5]2[N:6]([C:2]([N:21]3[CH2:26][CH2:25][O:24][CH2:23][CH2:22]3)=[N:3][N:4]=2)[CH:7]=1. Reported procedure: A solution of the crude [3-chloro-6-(2,4-dichloro-phenyl)-[1,2,4]triazolo[4,3-a]pyridine-7-carbonitrile (50 mg, 0.148 mmol) in morpholine (1.2 mL) was heated at 110° C. and stirred for 5 h. The reaction mixture was concentrated in vacuum, the remaining residue was suspended in water (10 mL) and extracted with AcOEt (3×5 mL). The combined organic fractions were dried over Na2SO4, filtered, and evaporated to give the crude 6-(2,4-dichloro-phenyl)-3-morpholin-4-yl-[1,2,4]triazolo[4,3-a]pyridine-7-c... The reactants are O (Water), C1(=CC=CC=C1)P(C1=CC=CC=C1)C1=CC=CC=C1 (triphenylphosphine), ClN1C(CCC1=O)=O (N-chlorosuccinimide), CC=1C=C(C=CC1)C=CCO (3-(3-methylphenyl)-2-propene-1-ol). Run in C(Cl)Cl (methylene chloride). Product: ClCC=CC1=CC(=CC=C1)C (1-(3-chloro-1-propenyl)-3-methylbenzene). Yield: 57.8%. RXN SMILES: [CH3:1][C:2]1[CH:3]=[C:4]([CH:8]=[CH:9][CH2:10]O)[CH:5]=[CH:6][CH:7]=1.C1(P(C2C=CC=CC=2)C2C=CC=CC=2)C=CC=CC=1.[Cl:31]N1C(=O)CCC1=O.O>C(Cl)Cl>[Cl:31][CH2:10][CH:9]=[CH:8][C:4]1[CH:5]=[CH:6][CH:7]=[C:2]([CH3:1])[CH:3]=1. Procedure details: Compound 103-1 (2.00 g) was dissolved in methylene chloride (45 ml), triphenylphosphine (3.89 g) and N-chlorosuccinimide (1.98 g) were added under ice-cooling, and the mixture was stirred under ice-cooling for 2 hr. Water was added to the reaction mixture, and the mixture was extracted with methylene chloride and washed with saturated brine, and dried over anhydrous sodium sulfate. The solvent was evaporated under reduced pressure. Diethyl ether (100 ml) was added, and the precipitated triphenyl... Reactants: CC(=O)OC(C)=O, CC1(C)SC(c2ccc([N+](=O)[O-])o2)NC1C(=O)O, O. Product: CC(=O)N1C(c2ccc([N+](=O)[O-])o2)SC(C)(C)C1C(=O)O. Reaction SMILES: [CH3:19][C:20](=[O:21])[O:22][C:23](=[O:24])[CH3:25].[CH3:1][C:2]1([CH3:18])[CH:3]([C:15](=[O:16])[OH:17])[NH:4][CH:5]([c:7]2[o:8][c:9]([N+:12](=[O:13])[O-:14])[cH:10][cH:11]2)[S:6]1.[OH2:26]>>[CH3:1][C:2]1([CH3:18])[CH:3]([C:15](=[O:16])[OH:17])[N:4]([C:20]([CH3:19])=[O:21])[CH:5]([c:7]2[o:8][c:9]([N+:12](=[O:13])[O-:14])[cH:10][cH:11]2)[S:6]1. The reactants are O=C([O-])O, ClCCl, [Na+], O=S(Cl)Cl, OCc1ccc(-c2ccccc2)nc1. The product is ClCc1ccc(-c2ccccc2)nc1. RXN SMILES: [C:19](=[O:20])([O-:21])[OH:22].[Cl:24][CH2:25][Cl:26].[Na+:23].[S:15]([Cl:16])([Cl:17])=[O:18].[c:1]1(-[c:7]2[cH:8][cH:9][c:10]([CH2:13][OH:14])[cH:11][n:12]2)[cH:2][cH:3][cH:4][cH:5][cH:6]1>>[c:1]1(-[c:7]2[cH:8][cH:9][c:10]([CH2:13][Cl:17])[cH:11][n:12]2)[cH:2][cH:3][cH:4][cH:5][cH:6]1.